Task: describe an organic reaction: reactants, conditions, products, and yield. Dataset: the Open Reaction Database (ORD), a public repository of structured organic reaction records Starting materials: C(C)(C)N(CC)C(C)C (diisopropylethylamine), C1(=CC=CC=C1)P(=O)(C1=CC=CC=C1)Cl (diphenylphosphinic chloride), FC(C(=O)O)(F)F.ClC1=CC(=C2C(=C1)NC(C21C(NC(C1C1=C(C(=CC=C1)Cl)F)C(=O)O)CC(C)(C)C)=O)F (rac-(2′S,3′R,4′S,5′R)-6-chloro-4′-(3-chloro-2-fluoro-phenyl)-2′-(2,2-dimethyl-propyl)-4-fluoro-2-oxo-1,2-dihydro-spiro[indole-3,3′-pyrrolidine]-5′-carboxylic acid trifluoroacetic acid), NC1=CC=C(C#N)C=C1 (4-aminobenzonitrile). The solvent is ClCCCl (1,2-dichloroethane). Product: C(#N)C1=CC=C(C=C1)NC(=O)C1C(C2(C(N1)CC(C)(C)C)C(NC1=CC(=CC(=C12)F)Cl)=O)C1=C(C(=CC=C1)Cl)F (rac-(2′S,3′R,4′S,5′R)-6-chloro-4′-(3-chloro-2-fluoro-phenyl)-2′-(2,2-dimethyl-propyl)-4-fluoro-2-oxo-1,2-dihydro-spiro[indole-3,3′-pyrrolidine]-5′-carboxylic acid (4-cyano-phenyl)-amide). Isolated yield 51.2%. RXN SMILES: FC(F)(F)C(O)=O.[Cl:8][C:9]1[CH:14]=[C:13]2[NH:15][C:16](=[O:38])[C:17]3([CH:21]([C:22]4[CH:27]=[CH:26][CH:25]=[C:24]([Cl:28])[C:23]=4[F:29])[CH:20]([C:30](O)=[O:31])[NH:19][CH:18]3[CH2:33][C:34]([CH3:37])([CH3:36])[CH3:35])[C:12]2=[C:11]([F:39])[CH:10]=1.C(N(C(C)C)CC)(C)C.C1(P(Cl)(C2C=CC=CC=2)=O)C=CC=CC=1.[NH2:64][C:65]1[CH:72]=[CH:71][C:68]([C:69]#[N:70])=[CH:67][CH:66]=1>ClCCCl>[C:69]([C:68]1[CH:71]=[CH:72][C:65]([NH:64][C:30]([CH:20]2[NH:19][CH:18]([CH2:33][C:34]([CH3:35])([CH3:37])[CH3:36])[C:17]3([C:12]4[C:13](=[CH:14][C:9]([Cl:8])=[CH:10][C:11]=4[F:39])[NH:15][C:16]3=[O:38])[CH:21]2[C:22]2[CH:27]=[CH:26][CH:25]=[C:24]([Cl:28])[C:23]=2[F:29])=[O:31])=[CH:66][CH:67]=1)#[N:70] |f:0.1|. Reported procedure: In a manner similar to the method described in Example 27, rac-(2′S,3′R,4′S,5′R)-6-chloro-4′-(3-chloro-2-fluoro-phenyl)-2′-(2,2-dimethyl-propyl)-4-fluoro-2-oxo-1,2-dihydro-spiro[indole-3,3′-pyrrolidine]-5′-carboxylic acid trifluoroacetic acid prepared in Example 71 (0.4 g, 0.67 mmol), was reacted with diisopropylethylamine (0.69 g, 5.4 mmol), diphenylphosphinic chloride (0.63 g, 2.7 mmol) in 1,2-dichloroethane at room temperature, then reacted with 4-aminobenzonitrile (Aldrich) (0.24 g, 2.1 mmol... Reactants: C(C1=CC=CC=C1)NC=1C=C(C(=O)C2=CN(C3=CC=CC=C23)CCCC(=O)OCC2=CC=CC=C2)C=CC1 (benzyl 4-[3-(3-benzylaminobenzoyl)indol-1-yl]butyrate), C(C)(C)N(CC)C(C)C (diisopropylethylamine), BrC(CC)C1=CC=C(C=C1)CC(C)C (1-bromo-1-(4-isobutylphenyl)propane). Solvent: ClCCl (dichloromethane), ClCCl (dichloromethane). Reaction conditions: time 24 hour. The product is C(C1=CC=CC=C1)N(C(CC)C1=CC=C(C=C1)CC(C)C)C=1C=C(CC2=CN(C3=CC=CC=C23)CCCC(=O)OCC2=CC=CC=C2)C=CC1 (benzyl 4-[3-[3-[N-benzyl-N-[1-(4-isobutylphenyl)propyl]amino]benzyl]indol-1-yl]butyrate). Yield: 25.8%. As a reaction SMILES: [CH2:1]([NH:8][C:9]1[CH:10]=[C:11]([CH:36]=[CH:37][CH:38]=1)[C:12]([C:14]1[C:22]2[C:17](=[CH:18][CH:19]=[CH:20][CH:21]=2)[N:16]([CH2:23][CH2:24][CH2:25][C:26]([O:28][CH2:29][C:30]2[CH:35]=[CH:34][CH:33]=[CH:32][CH:31]=2)=[O:27])[CH:15]=1)=O)[C:2]1[CH:7]=[CH:6][CH:5]=[CH:4][CH:3]=1.C(N(C(C)C)CC)(C)C.Br[CH:49]([C:52]1[CH:57]=[CH:56][C:55]([CH2:58][CH:59]([CH3:61])[CH3:60])=[CH:54][CH:53]=1)[CH2:50][CH3:51]>ClCCl>[CH2:1]([N:8]([C:9]1[CH:10]=[C:11]([CH:36]=[CH:37][CH:38]=1)[CH2:12][C:14]1[C:22]2[C:17](=[CH:18][CH:19]=[CH:20][CH:21]=2)[N:16]([CH2:23][CH2:24][CH2:25][C:26]([O:28][CH2:29][C:30]2[CH:35]=[CH:34][CH:33]=[CH:32][CH:31]=2)=[O:27])[CH:15]=1)[CH:49]([C:52]1[CH:53]=[CH:54][C:55]([CH2:58][CH:59]([CH3:60])[CH3:61])=[CH:56][CH:57]=1)[CH2:50][CH3:51])[C:2]1[CH:7]=[CH:6][CH:5]=[CH:4][CH:3]=1. Procedure: To a solution of benzyl 4-[3-(3-benzylaminobenzoyl)indol-1-yl]butyrate (88 mg) and diisopropylethylamine (45 mg) in dichloromethane (3 ml) was added a solution of 1-bromo-1-(4-isobutylphenyl)propane (90 mg) in dichloromethane (1 ml). The mixture was stirred at room temperature for 24 hours and evaporated. The residue was dissolved in ethyl acetate. The solution was washed with water, dried over magnesium sulfate and evaporated. The residue was chromatographed on silica gel (5 g) eluting with a m... Reported procedure: 13.7 g phenyl-p-tolyl-chloroacetic acid methyl ester (prepared from p-tolyl-magnesium bromide and benzoyl-formic acid methyl ester and treatment with PCl5 ; (b.p. 150°C./0.3 mm Hg) are heated with 10 g imidazole in 100 ml acetonitrile at boiling temperature for 16 hours. The acetonitrile is distilled off in a vacuum. The residue is treated with 50 ml of water and then extracted with methylene chloride. The methylene chloride solution is distilled off in a vacuum and the residue recrystallized fr... As a reaction SMILES: [CH3:1][O:2][C:3](=[O:19])[C:4]([C:13]1[CH:18]=[CH:17][CH:16]=[CH:15][CH:14]=1)([C:6]1[CH:11]=[CH:10][C:9]([CH3:12])=[CH:8][CH:7]=1)Cl.C1(C)C=CC([Mg]Br)=CC=1.COC(C(=O)C1C=CC=CC=1)=O.P(Cl)(Cl)(Cl)(Cl)Cl.[NH:47]1[CH:51]=[CH:50][N:49]=[CH:48]1>C(#N)C>[CH3:1][O:2][C:3](=[O:19])[C:4]([C:13]1[CH:18]=[CH:17][CH:16]=[CH:15][CH:14]=1)([C:6]1[CH:11]=[CH:10][C:9]([CH3:12])=[CH:8][CH:7]=1)[C:48]1[NH:47][CH:51]=[CH:50][N:49]=1. The solvent is C(C)#N (acetonitrile). The product is COC(C(C=1NC=CN1)(C1=CC=C(C=C1)C)C1=CC=CC=C1)=O (phenyl-4-methylphenyl-imidazolyl-acetic acid methyl ester). The reactants are COC(C(Cl)(C1=CC=C(C=C1)C)C1=CC=CC=C1)=O (phenyl-p-tolyl-chloroacetic acid methyl ester), C1(=CC=C(C=C1)[Mg]Br)C (p-tolyl-magnesium bromide), COC(=O)C(C1=CC=CC=C1)=O (benzoyl-formic acid methyl ester), P(Cl)(Cl)(Cl)(Cl)Cl (PCl5), N1C=NC=C1 (imidazole). Reactants: CCOC(=O)C (EtOAc), ClC=1N=CC2=C(N1)CCN(C2)C(=O)C=2C=NC=CC2 ((2-chloro-7,8-dihydropyrido[4,3-d]pyrimidin-6(5H)-yl)(pyridin-3-yl)methanone), Intermediate 5, COC=1C=C(N)C=CC1OC (3,4-dimethoxyaniline). Run in C(C)(C)O (isopropanol). Reaction conditions: temperature 60 celsius, time 8 hour. The product is COC=1C=C(C=C(C1)OC)NC=1N=CC2=C(N1)CCN(C2)C(=O)C=2C=NC=CC2 (N-(3,5-dimethoxyphenyl)-6-(pyridin-3-ylcarbonyl)-5,6,7,8-tetrahydropyrido[4,3-d]pyrimidin-2-amine). Isolated yield 62.0%. Reaction SMILES: Cl[C:2]1[N:3]=[CH:4][C:5]2[CH2:11][N:10]([C:12]([C:14]3[CH:15]=[N:16][CH:17]=[CH:18][CH:19]=3)=[O:13])[CH2:9][CH2:8][C:6]=2[N:7]=1.[CH3:20][O:21][C:22]1[CH:23]=[C:24]([CH:26]=[CH:27][C:28]=1OC)[NH2:25].C[CH2:32][O:33]C(C)=O>C(O)(C)C>[CH3:32][O:33][C:27]1[CH:26]=[C:24]([NH:25][C:2]2[N:3]=[CH:4][C:5]3[CH2:11][N:10]([C:12]([C:14]4[CH:15]=[N:16][CH:17]=[CH:18][CH:19]=4)=[O:13])[CH2:9][CH2:8][C:6]=3[N:7]=2)[CH:23]=[C:22]([O:21][CH3:20])[CH:28]=1. Procedure details: A solution of (2-chloro-7,8-dihydropyrido[4,3-d]pyrimidin-6(5H)-yl)(pyridin-3-yl)methanone, Intermediate 5 (0.025 g, 0.091 mmol) in isopropanol (0.1 mL) was treated with 3,4-dimethoxyaniline (0.015 g, 0.100 mmol). The resulting mixture was heated to 60° C. and allowed to stir overnight. After being allowed to cool to room temperature, EtOAc (10 mL) was added to the reaction mixture, and the resulting solution was then washed twice with brine (10 mL). The combined aqueous layers were washed once ... Starting materials: C1(=CC=CC=C1)P(C1=CC=CC=C1)C1=CC=CC=C1 (Triphenylphosphine), C(C)(C)(C)C=1C=C(C=C(C1)C(C)(C)C)C=CC=1C=C(C=O)C=C(C1)C=CC1=CC(=CC(=C1)C(C)(C)C)C(C)(C)C (3,5-bis[2-(3,5-di-tert-butylphenyl)vinyl]benzaldehyde), C(Br)(Br)(Br)Br (carbon tetrabromide). The solvent is ClCCl (dichloromethane). Reaction conditions: time 75 minute. Product: BrC(=CC1=CC(=CC(=C1)C=CC1=CC(=CC(=C1)C(C)(C)C)C(C)(C)C)C=CC1=CC(=CC(=C1)C(C)(C)C)C(C)(C)C)Br (1,1-Dibromo-2-{3,5-bis[2-(3,5-di-tert-butylphenyl)vinyl]phenyl}ethene). Isolated yield 94.9%. Reaction SMILES: C1(P(C2C=CC=CC=2)C2C=CC=CC=2)C=CC=CC=1.[C:20]([C:24]1[CH:25]=[C:26]([CH:34]=[CH:35][C:36]2[CH:37]=[C:38]([CH:41]=[C:42]([CH:44]=[CH:45][C:46]3[CH:51]=[C:50]([C:52]([CH3:55])([CH3:54])[CH3:53])[CH:49]=[C:48]([C:56]([CH3:59])([CH3:58])[CH3:57])[CH:47]=3)[CH:43]=2)[CH:39]=O)[CH:27]=[C:28]([C:30]([CH3:33])([CH3:32])[CH3:31])[CH:29]=1)([CH3:23])([CH3:22])[CH3:21].[C:60]([Br:64])(Br)(Br)[Br:61]>ClCCl>[Br:61][C:60]([Br:64])=[CH:39][C:38]1[CH:41]=[C:42]([CH:44]=[CH:45][C:46]2[CH:51]=[C:50]([C:52]([CH3:53])([CH3:54])[CH3:55])[CH:49]=[C:48]([C:56]([CH3:59])([CH3:57])[CH3:58])[CH:47]=2)[CH:43]=[C:36]([CH:35]=[CH:34][C:26]2[CH:25]=[C:24]([C:20]([CH3:23])([CH3:22])[CH3:21])[CH:29]=[C:28]([C:30]([CH3:33])([CH3:32])[CH3:31])[CH:27]=2)[CH:37]=1. Procedure: Triphenylphosphine (3.92 g, 14.96 mmol) was added in one portion to a stirred solution of -3,5-bis[2-(3,5-di-tert-butylphenyl)vinyl]benzaldehyde (1) (2.00 g, 3.74 mmol) and carbon tetrabromide (2.48 g, 7.38 mmol) in dichloromethane (20 mL). Heat was evolved and the mixture stirred at room temperature for 75 min. The resultant orange suspension was washed with water (2×50 mL), dried over anhydrous magnesium sulphate, filtered and the solvent removed to leave an orange-brown residue, which was pur... Reactants: BrC=1C=CC(=NC1)N1CCOCCC1 (4-(5-bromopyridin-2-yl)-1,4-oxazepane), CC1(OB(OC1(C)C)B1OC(C(O1)(C)C)(C)C)C (4,4,5,5-tetramethyl-2-(4,4,5,5-tetramethyl-1,3,2-dioxaborolan-2-yl)-1,3,2-dioxaborolane), CC(=O)[O-].[K+] (KOAc). The reagents and catalysts are C1=CC=C(C=C1)P([C-]2C=CC=C2)C3=CC=CC=C3.C1=CC=C(C=C1)P([C-]2C=CC=C2)C3=CC=CC=C3.Cl[Pd]Cl.[Fe+2] (Pd(dppf)Cl2). Solvent: O1CCOCC1 (dioxane). The product is O1CCN(CCC1)C1=CC=C(C=N1)B(O)O (6-(1,4-oxazepan-4-yl)pyridin-3-ylboronic acid). The yield is 31.9%. Reaction SMILES: Br[C:2]1[CH:3]=[CH:4][C:5]([N:8]2[CH2:14][CH2:13][CH2:12][O:11][CH2:10][CH2:9]2)=[N:6][CH:7]=1.CC1(C)C(C)(C)[O:19][B:18](B2OC(C)(C)C(C)(C)O2)[O:17]1.CC([O-])=O.[K+]>O1CCOCC1.C1C=CC(P(C2C=CC=CC=2)[C-]2C=CC=C2)=CC=1.C1C=CC(P(C2C=CC=CC=2)[C-]2C=CC=C2)=CC=1.Cl[Pd]Cl.[Fe+2]>[O:11]1[CH2:12][CH2:13][CH2:14][N:8]([C:5]2[N:6]=[CH:7][C:2]([B:18]([OH:19])[OH:17])=[CH:3][CH:4]=2)[CH2:9][CH2:10]1 |f:2.3,5.6.7.8|. Procedure: A solution of 4-(5-bromopyridin-2-yl)-1,4-oxazepane (600 mg, 2.33 mmol), 4,4,5,5-tetramethyl-2-(4,4,5,5-tetramethyl-1,3,2-dioxaborolan-2-yl)-1,3,2-dioxaborolane (1.18 g, 4.67 mmol), Pd(dppf)Cl2 (286 mg, 0.35 mmol) and KOAc (687 mg, 6.99 mmol) in 30 ml of dioxane, under N2, was stirred at 110° C. for 3 hours. The volatiles were removed in vacuo, and the residue was purified by chromatography with EA/MeOH (20:1˜5:1) to give 165 mg of 6-(1,4-oxazepan-4-yl)pyridin-3-ylboronic acid. MS (m/z)=223 (M+H... Reactants: C1(CC1)(CO)CO (cyclopropane-1,1-diyldimethanol), TEA, CS(=O)(=O)Cl (Methanesulfonyl chloride). Solvent: C(Cl)Cl (DCM). Reaction conditions: time 2 hour. The product is CS(=O)(=O)OCC1(CC1)CO ((1-(hydroxymethyl)cyclopropyl)methyl methanesulfonate). Reaction SMILES: [C:1]1([CH2:6][OH:7])([CH2:4][OH:5])[CH2:3][CH2:2]1.[CH3:8][S:9](Cl)(=[O:11])=[O:10]>C(Cl)Cl>[CH3:8][S:9]([O:5][CH2:4][C:1]1([CH2:6][OH:7])[CH2:3][CH2:2]1)(=[O:11])=[O:10]. Reported procedure: To a solution of cyclopropane-1,1-diyldimethanol (0.1 g, 0.98 mmol) in DCM (5 mL) was added TEA (0.15 g, 1.44 mmol). Methanesulfonyl chloride (0.11 g, 0.98 mmol) was added dropwise at 0° C. The reaction was stirred at room temperature for 2 h. The mixture was partitioned between DCM and water. The combined organic layer was dried over sodium sulfate, filtered and concentrated to give a crude product which was used without purification. As a reaction SMILES: [CH3:1][O:2][C:3]1[CH:4]=[C:5]2[C:10](=[CH:11][C:12]=1[O:13][CH3:14])[CH:9]=[C:8]([C:15]#[C:16][C:17]([O:19]CC)=[O:18])[CH2:7][CH2:6]2.[OH-].[K+].Cl>CO.O1CCCC1>[CH3:1][O:2][C:3]1[CH:4]=[C:5]2[C:10](=[CH:11][C:12]=1[O:13][CH3:14])[CH:9]=[C:8]([C:15]#[C:16][C:17]([OH:19])=[O:18])[CH2:7][CH2:6]2 |f:1.2,4.5|. Yield: 103.4%. Conditions: time 30 minute. Yields the product COC=1C=C2CCC(=CC2=CC1OC)C#CC(=O)O (3-(3,4-dihydro-6,7-dimethoxy-2-naphthyl)-2-propynoic acid). Reported procedure: Added to a solution of 65.2 mg (0.23 mmol) of ethyl 3-(3,4-dihydro-6,7-dimethoxy-2-naphthyl)-2-propynoate synthesized by the process described in Referential Example 13 in methanol-tetrahydrofuran (1:1; 1 ml) was 0.5 ml (2.5 mmol) of a 5N aqueous solution of potassium hydroxide, and the mixture was stirred for 30 minutes at room temperature. A saturated saline solution and 0.25 ml (3.0 mmol) of concentrated hydrochloric acid were added to the reaction mixture to conduct extraction with chlorofor... The solvent is CO.O1CCCC1 (methanol tetrahydrofuran). Reactants: COC=1C=C2CCC(=CC2=CC1OC)C#CC(=O)OCC (ethyl 3-(3,4-dihydro-6,7-dimethoxy-2-naphthyl)-2-propynoate), Cl (hydrochloric acid), aqueous solution, [OH-].[K+] (potassium hydroxide). Reactants: BrC1=CC2=C(OCC(C3=C2N=C(S3)C(=O)OCC)(C)O)C=C1 (ethyl 9-bromo-4-hydroxy-4-methyl-4,5-dihydrobenzo[2,3]oxepino[4,5-d]thiazole-2-carboxylate), CCN(CC)S(F)(F)F (DAST), BrC1=CC2=C(OCC(C3=C2N=C(S3)C(=O)OCC)(F)F)C=C1 (ethyl 9-bromo-4,4-difluoro-4,5-dihydrobenzo[2,3]oxepino[4,5-d]thiazole-2-carboxylate). Product: BrC1=CC2=C(OCC(C3=C2N=C(S3)C(=O)OCC)(C)F)C=C1 (ethyl 9-bromo-4-fluoro-4-methyl-4,5-dihydrobenzo[2,3]oxepino[4,5-d]thiazole-2-carboxylate). RXN SMILES: [Br:1][C:2]1[CH:22]=[CH:21][C:5]2[O:6][CH2:7][C:8](O)([CH3:19])[C:9]3[S:13][C:12]([C:14]([O:16][CH2:17][CH3:18])=[O:15])=[N:11][C:10]=3[C:4]=2[CH:3]=1.CCN(S(F)(F)[F:29])CC.BrC1C=CC2OCC(F)(F)C3SC(C(OCC)=O)=NC=3C=2C=1>>[Br:1][C:2]1[CH:22]=[CH:21][C:5]2[O:6][CH2:7][C:8]([F:29])([CH3:19])[C:9]3[S:13][C:12]([C:14]([O:16][CH2:17][CH3:18])=[O:15])=[N:11][C:10]=3[C:4]=2[CH:3]=1. Procedure: The title compound was prepared from ethyl 9-bromo-4-hydroxy-4-methyl-4,5-dihydrobenzo[2,3]oxepino[4,5-d]thiazole-2-carboxylate and DAST as described in the synthesis of ethyl 9-bromo-4,4-difluoro-4,5-dihydrobenzo[2,3]oxepino[4,5-d]thiazole-2-carboxylate. Starting materials: CC(=O)OC(C)=O, COC(=O)C1CCC(N)C1, c1ccncc1. The product is COC(=O)C1CCC(NC(C)=O)C1. As a reaction SMILES: [CH3:1][C:2](=[O:3])[O:4][C:5](=[O:6])[CH3:7].[NH2:8][CH:9]1[CH2:10][CH:11]([C:14](=[O:15])[O:16][CH3:17])[CH2:12][CH2:13]1.[cH:18]1[cH:19][cH:20][n:21][cH:22][cH:23]1>>[CH3:1][C:2](=[O:3])[NH:8][CH:9]1[CH2:10][CH:11]([C:14](=[O:15])[O:16][CH3:17])[CH2:12][CH2:13]1.